From a dataset of the Open Reaction Database (ORD), a public repository of structured organic reaction records. describe an organic reaction: reactants, conditions, products, and yield Starting materials: [Li+].[Cl-] (LiCl), solution A, [OH-].[K+] (KOH), solution B, ClC=1C=C(C=CC1OCC1=CC(=CC=C1)Cl)NC=1C2=C(N=CN1)C=NC(=C2)NC(CP(OCC)(OCC)=O)=O (diethyl 2-(4-(3-chloro-4-(3-chlorobenzyloxy)phenylamino)pyrido[3,4-d]pyrimidin-6-ylamino)-2-oxoethylphosphonate), solution B, [OH-].[K+] (KOH), Cl (HCl), solution A, C(C)OC(CN(C)C)OCC (2,2-diethoxy-N,N-dimethylethanamine). Run in Petroleum ether, C(Cl)Cl.CO (DCM MeOH), C1CCOC1 (THF), O (water), CC(=O)N(C)C (DMA), O (water), O (water). Conditions: temperature 40 celsius, time 24 hour. Yields the product ClC=1C=C(NC=2C3=C(N=CN2)C=NC(=C3)NC(\C=C\CN(C)C)=O)C=CC1OCC1=CC(=CC=C1)Cl ((2E)-N-(4-{3-chloro-4-[(3-chlorobenzyl)oxy]anilino}pyrido[3,4-d]pyrimidin-6-yl)-4-(dimethylamino)-2-butenamide). Isolated yield 84.9%. RXN SMILES: C(O[CH:4](OCC)[CH2:5][N:6]([CH3:8])[CH3:7])C.Cl.[OH-].[K+].[Cl:15][C:16]1[CH:17]=[C:18]([NH:31][C:32]2[C:33]3[CH:41]=[C:40]([NH:42][C:43](=[O:53])[CH2:44]P(=O)(OCC)OCC)[N:39]=[CH:38][C:34]=3[N:35]=[CH:36][N:37]=2)[CH:19]=[CH:20][C:21]=1[O:22][CH2:23][C:24]1[CH:29]=[CH:28][CH:27]=[C:26]([Cl:30])[CH:25]=1.[Li+].[Cl-]>O.C(Cl)Cl.CO.CC(N(C)C)=O.C1COCC1>[Cl:15][C:16]1[CH:17]=[C:18]([CH:19]=[CH:20][C:21]=1[O:22][CH2:23][C:24]1[CH:29]=[CH:28][CH:27]=[C:26]([Cl:30])[CH:25]=1)[NH:31][C:32]1[C:33]2[CH:41]=[C:40]([NH:42][C:43](=[O:53])/[CH:44]=[CH:4]/[CH2:5][N:6]([CH3:8])[CH3:7])[N:39]=[CH:38][C:34]=2[N:35]=[CH:36][N:37]=1 |f:2.3,5.6,8.9|. Reported procedure: To a stirred mixture of 2,2-diethoxy-N,N-dimethylethanamine (1.16 g, 7.20 mmol) and water (1.2 mL) at room temperature and under a nitrogen atmosphere was added an aq. 37% HCl (1.21 mL, 14.4 mmol). After addition the mixture was stirred at 40° C. (bath) for 24 h. It was cooled to 0° C. (bath). This is called solution A. KOH (1.03 g, 18.4 mmol) was dissolved in water (5.5 mL) at room temperature under a nitrogen atmosphere. It was cooled to 0° C. (bath). This is called solution B. To a stirred he... As a reaction SMILES: [CH2:18]([O:19][CH:20]([O:21][CH2:22][CH3:23])[O:24][CH2:25][CH3:26])[CH3:27].[CH3:1][n:2]1[n:3][c:4]([NH2:7])[cH:5][cH:6]1.[CH3:28][CH2:29][OH:30].[CH3:8][C:9]1([CH3:17])[O:10][C:11](=[O:16])[CH2:12][C:13](=[O:15])[O:14]1>>[CH3:1][n:2]1[n:3][c:4]([NH:7][CH:18]=[C:12]2[C:11](=[O:16])[O:10][C:9]([CH3:8])([CH3:17])[O:14][C:13]2=[O:15])[cH:5][cH:6]1. Starting materials: CCOC(OCC)OCC, Cn1ccc(N)n1, CCO, CC1(C)OC(=O)CC(=O)O1. Product: Cn1ccc(NC=C2C(=O)OC(C)(C)OC2=O)n1. Starting materials: O=C([O-])[O-], O=C(CCCBr)OCc1ccccc1, CC(=O)Oc1ccccc1C(=O)O, CC#N, [K+], [K+]. Yields the product CC(=O)Oc1ccccc1C(=O)OCCCC(=O)OCc1ccccc1. As a reaction SMILES: [C:14](=[O:15])([O-:16])[O-:17].[CH2:20]([c:21]1[cH:22][cH:23][cH:24][cH:25][cH:26]1)[O:27][C:28]([CH2:29][CH2:30][CH2:31][Br:32])=[O:33].[CH3:1][C:2](=[O:3])[O:4][c:5]1[cH:6][cH:7][cH:8][cH:9][c:10]1[C:11]([OH:12])=[O:13].[CH3:34][C:35]#[N:36].[K+:18].[K+:19]>>[CH3:1][C:2](=[O:3])[O:4][c:5]1[cH:6][cH:7][cH:8][cH:9][c:10]1[C:11]([O:12][CH2:31][CH2:30][CH2:29][C:28]([O:27][CH2:20][c:21]1[cH:22][cH:23][cH:24][cH:25][cH:26]1)=[O:33])=[O:13]. Starting materials: [Na] (sodium), N1C=NC=C1 (1H-imidazole), [Na] (sodium), [H][H] (hydrogen), BrCC1=CC2=CC=CC=C2C=2SC=CC21 (4-(bromomethyl)-naphtho[1,2-b]thiophene). Solvent: O1CCCC1 (tetrahydrofuran), O1CCCC1 (tetrahydrofuran). Run at time 2 hour. Yields the product S1C2=C(C=C1)C(=CC1=CC=CC=C12)CN1C=NC=C1 (1-[(naphtho[1,2-b]thiophen-4-yl)-methyl]-1H-imidazole). Reaction SMILES: [NH:1]1[CH:5]=[CH:4][N:3]=[CH:2]1.[Na].[H][H].Br[CH2:10][C:11]1[C:23]2[CH:22]=[CH:21][S:20][C:19]=2[C:18]2[C:13](=[CH:14][CH:15]=[CH:16][CH:17]=2)[CH:12]=1>O1CCCC1>[S:20]1[CH:21]=[CH:22][C:23]2[C:11]([CH2:10][N:1]3[CH:5]=[CH:4][N:3]=[CH:2]3)=[CH:12][C:13]3[C:18]([C:19]1=2)=[CH:17][CH:16]=[CH:15][CH:14]=3 |^1:5|. Procedure details: 13.6 g (0.2 mole) of 1H-imidazole is dissolved in 200 ml of absolute tetrahydrofuran, and to the solution is added portionwise with stirring, in a nitrogen atmosphere, 2.3 g (0.1 gram atom) of sodium, with slight self-heating occurring accompanied by the evolution of hydrogen. The reaction mixture is heated at 45°-50° until the sodium has been completely absorbed. There is subsequently added dropwise at the same temperature, within 60 minutes, a solution of 27.7 g (0.1 mole) of 4-(bromomethyl)-n... Reactants: CN(C)C1CCNC1, CCN=C=NCCCN(C)C, ClCCl, Nc1ccc(C(=O)O)cc1. The product is CN(C)C1CCN(C(=O)c2ccc(N)cc2)C1. As a reaction SMILES: [CH3:11][N:12]([CH:13]1[CH2:14][NH:15][CH2:16][CH2:17]1)[CH3:18].[CH3:19][N:20]([CH3:21])[CH2:22][CH2:23][CH2:24][N:25]=[C:26]=[N:27][CH2:28][CH3:29].[Cl:30][CH2:31][Cl:32].[NH2:1][c:2]1[cH:3][cH:4][c:5]([C:8]([OH:9])=[O:10])[cH:6][cH:7]1>>[NH2:1][c:2]1[cH:3][cH:4][c:5]([C:8](=[O:10])[N:15]2[CH2:14][CH:13]([N:12]([CH3:11])[CH3:18])[CH2:17][CH2:16]2)[cH:6][cH:7]1. Starting materials: C(C1CO1)OCCCCCCCCCCCC (dodecyl glycidyl ether), N[C@@H](CCCNC(N)=N)C(=O)O (L-arginine), C(C)(C)O (i-propanol), C(C1CO1)OCCCCCCCCCCCC (Dodecyl glycidyl ether), Cl (hydrochloric acid). The solvent is O (water). Run at time 30 minute. Product: Cl.OC(CN([C@@H](CCCNC(N)=N)C(=O)O)CC(COCCCCCCCCCCCC)O)COCCCCCCCCCCCC (N,N-bis (2-hydroxy-3-dodecyloxypropyl)-L-arginine hydrochloride). The yield is 17.2%. As a reaction SMILES: [NH2:1][C@H:2]([C:10]([OH:12])=[O:11])[CH2:3][CH2:4][CH2:5][NH:6][C:7](=[NH:9])[NH2:8].[CH:13]([OH:16])([CH3:15])[CH3:14].[CH2:17]([O:21][CH2:22][CH2:23][CH2:24][CH2:25][CH2:26][CH2:27][CH2:28][CH2:29][CH2:30][CH2:31][CH2:32][CH3:33])[CH:18]1[O:20][CH2:19]1.[ClH:34]>O>[ClH:34].[OH:16][CH:13]([CH2:15][O:21][CH2:22][CH2:23][CH2:24][CH2:25][CH2:26][CH2:27][CH2:28][CH2:29][CH2:30][CH2:31][CH2:32][CH3:33])[CH2:14][N:1]([CH2:19][CH:18]([OH:20])[CH2:17][O:21][CH2:22][CH2:23][CH2:24][CH2:25][CH2:26][CH2:27][CH2:28][CH2:29][CH2:30][CH2:31][CH2:32][CH3:33])[C@H:2]([C:10]([OH:12])=[O:11])[CH2:3][CH2:4][CH2:5][NH:6][C:7](=[NH:8])[NH2:9] |f:5.6|. Reported procedure: L-arginine (17.4 g, 0.1 mmols) was dissolved in 100 ml of water in a three-necked round flask, and 100 ml of i-propanol were added thereto. Dodecyl glycidyl ether (48.4 g, 0.2 mols) was added thereto dropwise over a period of 30 minutes while being heat-stirred under reflux, and the mixture was stirred as such under reflux for 3 hours. After it was identified through TLC and gas chromatography that dodecyl glycidyl ether disappeared, the residue was neutralized with 10.1 g (0.1 mols) of 36-% hyd... Starting materials: [Cl-].[NH4+] (ammonium chloride), C[O-].[Na+] (sodium methoxide), ClC=1C=C(SC1)C=O (4-chloro-2-thiophenecarboxaldehyde), N(=[N+]=[N-])CC(=O)OC (methyl azidoacetate). The solvent is CO (MeOH), CO (MeOH). Run at temperature -25 celsius. Product: ClC1=CSC2=C1NC(=C2)C(=O)OC (3-Chloro-5-methoxycarbonyl-4H-thieno[3,2-b]pyrrole). Reaction SMILES: C[O-].[Na+].[Cl:4][C:5]1[CH:6]=[C:7]([CH:10]=O)[S:8][CH:9]=1.[N:12]([CH2:15][C:16]([O:18][CH3:19])=[O:17])=[N+]=[N-].[Cl-].[NH4+]>CO>[Cl:4][C:5]1[C:6]2[NH:12][C:15]([C:16]([O:18][CH3:19])=[O:17])=[CH:10][C:7]=2[S:8][CH:9]=1 |f:0.1,4.5|. Procedure: Methanolic sodium methoxide solution (28%) (5 ml, 25.9 mmol) was diluted with MeOH (5 ml) and was cooled to −25° C. under nitrogen. A solution of 4-chloro-2-thiophenecarboxaldehyde (J Heterocyclic Chem, 1976, 13, 393; 1.1 g, 7.5 mmol) and methyl azidoacetate (3.0 g, 26.1 mmol) in MeOH (20 ml) was added dropwise, maintaining the temperature at −25° C. On completion of addition the solution was allowed to warm to 5° C. over a period of approximately 16 hours. The solution was added to saturated aq...